From a dataset of the Open Reaction Database (ORD), a public repository of structured organic reaction records. describe an organic reaction: reactants, conditions, products, and yield Reactants: CC(C)(C)OC(=O)CCc1ccnc(-c2nc(=O)c3ccc(Br)cc3s2)c1, O=C(O)C(F)(F)F. The product is O=C(O)CCc1ccnc(-c2nc(=O)c3ccc(Br)cc3s2)c1. RXN SMILES: [Br:1][c:2]1[cH:3][c:4]2[c:5]([c:6](=[O:25])[n:7][c:8](-[c:10]3[n:11][cH:12][cH:13][c:14]([CH2:16][CH2:17][C:18](=[O:19])[O:20][C:21]([CH3:22])([CH3:23])[CH3:24])[cH:15]3)[s:9]2)[cH:26][cH:27]1.[OH:28][C:29]([C:30]([F:31])([F:32])[F:33])=[O:34]>>[Br:1][c:2]1[cH:3][c:4]2[c:5]([c:6](=[O:25])[n:7][c:8](-[c:10]3[n:11][cH:12][cH:13][c:14]([CH2:16][CH2:17][C:18](=[O:19])[OH:20])[cH:15]3)[s:9]2)[cH:26][cH:27]1. Reactants: NC(CO)C1=CC=C(C=C1)F (2-amino-2-(4-fluorophenyl)ethanol), N(=C=S)C1=CC=C(C=C1)C1=NN(C=N1)C1=CC=C(C=C1)OC(F)(F)F (3-(4-isothiocyanato-phenyl)-1-(4-trifluoromethoxy-phenyl)-1H-1,2,4-triazole). Yields the product FC1=CC=C(C=C1)C(CO)NC(=S)NC1=CC=C(C=C1)C1=NN(C=N1)C1=CC=C(C=C1)OC(F)(F)F (1-(1-(4-Fluorophenyl)-2-hydroxyethyl)-3-(4-(1-(4-(trifluoromethoxy)phenyl)-1H-1,2,4-triazol-3-yl)phenyl)thiourea), solid. The yield is 81.0%. RXN SMILES: [NH2:1][CH:2]([C:5]1[CH:10]=[CH:9][C:8]([F:11])=[CH:7][CH:6]=1)[CH2:3][OH:4].[N:12]([C:15]1[CH:20]=[CH:19][C:18]([C:21]2[N:25]=[CH:24][N:23]([C:26]3[CH:31]=[CH:30][C:29]([O:32][C:33]([F:36])([F:35])[F:34])=[CH:28][CH:27]=3)[N:22]=2)=[CH:17][CH:16]=1)=[C:13]=[S:14]>>[F:11][C:8]1[CH:9]=[CH:10][C:5]([CH:2]([NH:1][C:13]([NH:12][C:15]2[CH:16]=[CH:17][C:18]([C:21]3[N:25]=[CH:24][N:23]([C:26]4[CH:31]=[CH:30][C:29]([O:32][C:33]([F:36])([F:34])[F:35])=[CH:28][CH:27]=4)[N:22]=3)=[CH:19][CH:20]=2)=[S:14])[CH2:3][OH:4])=[CH:6][CH:7]=1. Reported procedure: The title compound was prepared with 2-amino-2-(4-fluorophenyl)ethanol and 3-(4-isothiocyanato-phenyl)-1-(4-trifluoromethoxy-phenyl)-1H-1,2,4-triazole and isolated as an off-white solid (1.42 g, 81%): 1H NMR (300 MHz, CDCl3) δ 7.96 (s, 1H), 7.72-7.57 (m, 2H), 7.27 (s, 1H), 7.23-7.14 (m, 2H), 6.87-6.72 (m, 4H), 6.64-6.56 (m, 2H), 6.38-6.22 (m, 3H), 5.05 (s, 1H), 3.47-3.28 (m, 2H), 3.20 (s, 3H); ESIMS m/z 530 ([M+H]+). Starting materials: CC(=O)n1c2ccccc2n2cc(Cc3cccnc3)c(=O)c3cccc1c32, C1CCNCC1, CCO. The product is O=c1c(Cc2cccnc2)cn2c3ccccc3[nH]c3cccc1c32. Reaction SMILES: [C:1](=[O:2])([CH3:3])[n:4]1[c:5]2[cH:6][cH:7][cH:8][cH:9][c:10]2[n:11]2[c:12]3[c:13]([cH:14][cH:15][cH:16][c:17]13)[c:18](=[O:28])[c:19]([CH2:21][c:22]1[cH:23][n:24][cH:25][cH:26][cH:27]1)[cH:20]2.[CH2:29]1[CH2:30][CH2:31][NH:32][CH2:33][CH2:34]1.[CH3:35][CH2:36][OH:37]>>[nH:4]1[c:5]2[cH:6][cH:7][cH:8][cH:9][c:10]2[n:11]2[c:12]3[c:13]([cH:14][cH:15][cH:16][c:17]13)[c:18](=[O:28])[c:19]([CH2:21][c:22]1[cH:23][n:24][cH:25][cH:26][cH:27]1)[cH:20]2. Reaction SMILES: [Cl:1][C:2]1[CH:10]=[C:9]2[C:5]([CH:6]=[C:7]([C:13]([NH:15][CH:16]([C:21]3[CH:26]=[CH:25][CH:24]=[C:23]([C:27]([F:30])([F:29])[F:28])[CH:22]=3)[C:17]([F:20])([F:19])[F:18])=[O:14])[N:8]2[CH2:11][CH3:12])=[CH:4][C:3]=1[C:31]([NH:33][C:34]1([C:37]#[N:38])[CH2:36][CH2:35]1)=[O:32].ClS([N:43]=[C:44]=O)(=O)=O.CN(C)C=O>C(#N)C>[Cl:1][C:2]1[CH:10]=[C:9]2[C:5]([C:6]([C:44]#[N:43])=[C:7]([C:13]([NH:15][CH:16]([C:21]3[CH:26]=[CH:25][CH:24]=[C:23]([C:27]([F:30])([F:28])[F:29])[CH:22]=3)[C:17]([F:18])([F:20])[F:19])=[O:14])[N:8]2[CH2:11][CH3:12])=[CH:4][C:3]=1[C:31]([NH:33][C:34]1([C:37]#[N:38])[CH2:35][CH2:36]1)=[O:32]. The solvent is C(C)#N (acetonitrile). The yield is 5.7%. The reactants are ClS(=O)(=O)N=C=O (chlorosulphonyl isocyanate), ClC1=C(C=C2C=C(N(C2=C1)CC)C(=O)NC(C(F)(F)F)C1=CC(=CC=C1)C(F)(F)F)C(=O)NC1(CC1)C#N (6-Chloro-N5-(1-cyanocyclopropyl)-1-ethyl-N2-{2,2,2-trifluoro-1-[3-(trifluoromethyl)phenyl]ethyl}-1H-indole-2,5-dicarboxamide), ClS(=O)(=O)N=C=O (chlorosulphonyl isocyanate), CN(C=O)C (N,N-dimethylformamide), CN(C=O)C (N,N-dimethylformamide). Procedure details: 6-Chloro-N5-(1-cyanocyclopropyl)-1-ethyl-N2-{2,2,2-trifluoro-1-[3-(trifluoromethyl)phenyl]ethyl}-1H-indole-2,5-dicarboxamide (0.100 g, 0.18 mmol) is initially charged in dry acetonitrile (2 ml) under argon and cooled to 0° C., and chlorosulphonyl isocyanate (0.028 g, 0.19 mmol) is added dropwise. After 30 min, N,N-dimethylformamide (0.015 g, 0.19 mmol) is added and the mixture is stirred at 0° C. for a further 30 min and at room temperature overnight. Then the mixture is cooled again to 0° C. an... Yields the product ClC1=C(C=C2C(=C(N(C2=C1)CC)C(=O)NC(C(F)(F)F)C1=CC(=CC=C1)C(F)(F)F)C#N)C(=O)NC1(CC1)C#N (6-chloro-3-cyano-N5-(1-cyanocyclopropyl)-1-ethyl-N2-{2,2,2-trifluoro-1-[3-(trifluoromethyl)phenyl]ethyl}-1H-indole-2,5-dicarboxamide). Run at temperature 0 celsius, time 30 minute.